This data is from the Open Reaction Database (ORD), a public repository of structured organic reaction records. The task is: describe an organic reaction: reactants, conditions, products, and yield Reactants: CN, CO, Cn1cc(C=O)c2ccccc21. Yields the product CNCc1cn(C)c2ccccc12. As a reaction SMILES: [CH3:13][NH2:14].[CH3:15][OH:16].[CH3:1][n:2]1[cH:3][c:4]([CH:11]=[O:12])[c:5]2[cH:6][cH:7][cH:8][cH:9][c:10]12>>[CH3:1][n:2]1[cH:3][c:4]([CH2:11][NH:14][CH3:13])[c:5]2[cH:6][cH:7][cH:8][cH:9][c:10]12. Starting materials: CC(C)(C)OC(=O)c1ccc(I)cc1NC(=O)c1ccccc1, CC(C)(C)[O-], Cc1ccccc1, [Na+], O=C(C=Cc1ccccc1)C=Cc1ccccc1, O=C(C=Cc1ccccc1)C=Cc1ccccc1, O=C(C=Cc1ccccc1)C=Cc1ccccc1, [Pd], [Pd], NCCCc1ccccc1. The product is CC(C)(C)OC(=O)c1ccc(NCCCc2ccccc2)cc1NC(=O)c1ccccc1. RXN SMILES: [C:7]([c:8]1[cH:9][cH:10][cH:11][cH:12][cH:13]1)(=[O:14])[NH:15][c:16]1[c:17]([C:18](=[O:19])[O:20][C:21]([CH3:22])([CH3:23])[CH3:24])[cH:25][cH:26][c:27]([I:29])[cH:28]1.[CH3:1][C:2]([CH3:3])([O-:4])[CH3:5].[CH3:96][c:97]1[cH:98][cH:99][cH:100][cH:101][cH:102]1.[Na+:6].[O:42]=[C:43]([CH:44]=[CH:45][c:46]1[cH:47][cH:48][cH:49][cH:50][cH:51]1)[CH:52]=[CH:53][c:54]1[cH:55][cH:56][cH:57][cH:58][cH:59]1.[O:60]=[C:61]([CH:62]=[CH:63][c:64]1[cH:65][cH:66][cH:67][cH:68][cH:69]1)[CH:70]=[CH:71][c:72]1[cH:73][cH:74][cH:75][cH:76][cH:77]1.[O:78]=[C:79]([CH:80]=[CH:81][c:82]1[cH:83][cH:84][cH:85][cH:86][cH:87]1)[CH:88]=[CH:89][c:90]1[cH:91][cH:92][cH:93][cH:94][cH:95]1.[Pd:40].[Pd:41].[c:30]1([CH2:36][CH2:37][CH2:38][NH2:39])[cH:31][cH:32][cH:33][cH:34][cH:35]1>>[C:7]([c:8]1[cH:9][cH:10][cH:11][cH:12][cH:13]1)(=[O:14])[NH:15][c:16]1[c:17]([C:18](=[O:19])[O:20][C:21]([CH3:22])([CH3:23])[CH3:24])[cH:25][cH:26][c:27]([NH:39][CH2:38][CH2:37][CH2:36][c:30]2[cH:31][cH:32][cH:33][cH:34][cH:35]2)[cH:28]1. The reactants are CC(=O)O, Cc1ccc(S(=O)(=O)Nc2ccc(Cl)cc2)cc1, O, O=[N+]([O-])O. Yields the product Cc1ccc(S(=O)(=O)Nc2ccc(Cl)cc2[N+](=O)[O-])cc1. Reaction SMILES: [CH3:24][C:25](=[O:26])[OH:27].[Cl:1][c:2]1[cH:3][cH:4][c:5]([NH:6][S:7](=[O:8])(=[O:9])[c:10]2[cH:11][cH:12][c:13]([CH3:16])[cH:14][cH:15]2)[cH:17][cH:18]1.[OH2:23].[OH:19][N+:20]([O-:21])=[O:22]>>[Cl:1][c:2]1[cH:3][c:4]([N+:20](=[O:19])[O-:21])[c:5]([NH:6][S:7](=[O:8])(=[O:9])[c:10]2[cH:11][cH:12][c:13]([CH3:16])[cH:14][cH:15]2)[cH:17][cH:18]1. Reactants: CC(C)N(Cc1cnc[nH]1)c1cccc(OCc2ccccc2)c1, CCO. The product is CC(C)N(Cc1cnc[nH]1)c1cccc(O)c1. As a reaction SMILES: [CH2:1]([c:2]1[cH:3][cH:4][cH:5][cH:6][cH:7]1)[O:8][c:9]1[cH:10][c:11]([N:15]([CH:16]([CH3:17])[CH3:18])[CH2:19][c:20]2[nH:21][cH:22][n:23][cH:24]2)[cH:12][cH:13][cH:14]1.[CH3:25][CH2:26][OH:27]>>[OH:8][c:9]1[cH:10][c:11]([N:15]([CH:16]([CH3:17])[CH3:18])[CH2:19][c:20]2[nH:21][cH:22][n:23][cH:24]2)[cH:12][cH:13][cH:14]1. The reactants are FC=1C=C([C@@H](C(=O)O)O)C=C(C1)F ((S)-3,5-difluoromandelic acid), Cl.N[C@@H](C)C(=O)NN1C2=C(C3=C(C(C1=O)CC1CC1)C=CC=C3)C=CC=C2 (5-(L-Alaninyl)amino-7-cyclopropylmethyl-5,7-dihydro-6H-dibenz[b,d]azepin-6-one Hydrochloride). Yields the product FC=1C=C([C@@H](C(=O)N[C@@H](C)C(=O)NN2C3=C(C4=C(C(C2=O)CC2CC2)C=CC=C4)C=CC=C3)O)C=C(C1)F (5-{N′—[(S)-3,5-Difluoromandelyl]-L-alaninyl}amino-7-cyclopropylmethyl-5,7-dihydro-6H-dibenz[b,d]azepin-6-one). RXN SMILES: [F:1][C:2]1[CH:3]=[C:4]([CH:10]=[C:11]([F:13])[CH:12]=1)[C@H:5]([OH:9])[C:6]([OH:8])=O.Cl.[NH2:15][C@H:16]([C:18]([NH:20][N:21]1[C:27](=[O:28])[CH:26]([CH2:29][CH:30]2[CH2:32][CH2:31]2)[C:25]2[CH:33]=[CH:34][CH:35]=[CH:36][C:24]=2[C:23]2[CH:37]=[CH:38][CH:39]=[CH:40][C:22]1=2)=[O:19])[CH3:17]>>[F:13][C:11]1[CH:10]=[C:4]([CH:3]=[C:2]([F:1])[CH:12]=1)[C@H:5]([OH:9])[C:6]([NH:15][C@H:16]([C:18]([NH:20][N:21]1[C:27](=[O:28])[CH:26]([CH2:29][CH:30]2[CH2:32][CH2:31]2)[C:25]2[CH:33]=[CH:34][CH:35]=[CH:36][C:24]=2[C:23]2[CH:37]=[CH:38][CH:39]=[CH:40][C:22]1=2)=[O:19])[CH3:17])=[O:8] |f:1.2|. Procedure: Following General Procedure D and using (S)-3,5-difluoromandelic acid (Example L) and 5-(L-alaninyl)-amino-7-cyclopropylmethyl-5,7-dihydro-6H-dibenz[b,d]azepin-6-one hydrochloride (Example 7-R), the title compound was prepared. The product was purified by chromatography (silica, 2.5% MeOH/CHCl3). The reactants are O=C(n1ccnc1)n1ccnc1, C=CC1CC1(NC(=O)OC(C)(C)C)C(=O)O, C1CCC2=NCCCN2CC1, C1CCOC1, NS(=O)(=O)C1CC1. As a reaction SMILES: [C:17]([n:18]1[cH:19][cH:20][n:21][cH:22]1)([n:23]1[cH:24][cH:25][n:26][cH:27]1)=[O:28].[C:1]([CH3:2])([CH3:3])([CH3:4])[O:5][C:6](=[O:7])[NH:8][C:9]1([C:14](=[O:15])[OH:16])[CH:10]([CH:12]=[CH2:13])[CH2:11]1.[CH2:36]1[CH2:37][CH2:38][C:39]2=[N:44][CH2:43][CH2:42][CH2:41][N:40]2[CH2:45][CH2:46]1.[CH2:47]1[O:48][CH2:49][CH2:50][CH2:51]1.[CH:29]1([S:32](=[O:33])(=[O:34])[NH2:35])[CH2:30][CH2:31]1>>[C:1]([CH3:2])([CH3:3])([CH3:4])[O:5][C:6](=[O:7])[NH:8][C:9]1([C:14](=[O:16])[NH:35][S:32]([CH:29]2[CH2:30][CH2:31]2)(=[O:33])=[O:34])[CH:10]([CH:12]=[CH2:13])[CH2:11]1. Product: C=CC1CC1(NC(=O)OC(C)(C)C)C(=O)NS(=O)(=O)C1CC1. The reactants are NC1=C(C=CC=C1)C(C)=O (2′-aminoacetophenone), Cl.O(C)N (methoxylamine hydrochloride). The solvent is C(C)O (ethanol). Reaction conditions: time 3 hour. The product is Cl.CON=C(C)C1=C(C=CC=C1)N (1-(2-aminophenyl)-1-ethanone O-methyloxime hydrochloride). The yield is 14.4%. As a reaction SMILES: [NH2:1][C:2]1[CH:7]=[CH:6][CH:5]=[CH:4][C:3]=1[C:8](=O)[CH3:9].[ClH:11].[O:12]([NH2:14])[CH3:13]>C(O)C>[ClH:11].[CH3:13][O:12][N:14]=[C:8]([C:3]1[CH:4]=[CH:5][CH:6]=[CH:7][C:2]=1[NH2:1])[CH3:9] |f:1.2,4.5|. Procedure details: To a 250-mL rotted bottom flask were added 2′-aminoacetophenone (3.0 g, 22.2 mmol), methoxylamine hydrochloride (2.0 g, 24.4 mmol, 1.1 eq) and ethanol (30 mL). The reaction mixture was heated at reflux with stirring under a nitrogen atmosphere for 3 h. The oil bath was removed and the reaction mixture was allowed to cool at room temperature. The reaction mixture was filtered and the filtered solid was washed with ethanol followed by diethyl ether to give 0.64 g of 1-(2-aminophenyl)-1-ethanone O-... Starting materials: COC(=O)C1=NC(=CC=C1C(=O)C1=CC2=C(C=C1)OCO2)COCOCC[Si](C)(C)C (6-(2-Trimethylsilylethoxymethoxymethyl)-3-(3,4-methylenedioxyphenylcarbonyl)pyridine-carboxylic acid methyl ester). Run in CO (methanol). Yields the product C[Si](CCOCOCC1=CC=C(C(=N1)C(=O)O)C(=O)C1=CC2=C(C=C1)OCO2)(C)C (6-(2-trimethylsilylethoxymethoxymethyl)-3-(3,4-methylenedioxyphenylcarbonyl)pyridine-2-carboxylic acid). As a reaction SMILES: C[O:2][C:3]([C:5]1[C:10]([C:11]([C:13]2[CH:18]=[CH:17][C:16]3[O:19][CH2:20][O:21][C:15]=3[CH:14]=2)=[O:12])=[CH:9][CH:8]=[C:7]([CH2:22][O:23][CH2:24][O:25][CH2:26][CH2:27][Si:28]([CH3:31])([CH3:30])[CH3:29])[N:6]=1)=[O:4]>CO>[CH3:29][Si:28]([CH3:31])([CH3:30])[CH2:27][CH2:26][O:25][CH2:24][O:23][CH2:22][C:7]1[N:6]=[C:5]([C:3]([OH:4])=[O:2])[C:10]([C:11]([C:13]2[CH:18]=[CH:17][C:16]3[O:19][CH2:20][O:21][C:15]=3[CH:14]=2)=[O:12])=[CH:9][CH:8]=1. Procedure details: 6-(2-Trimethylsilylethoxymethoxymethyl)-3-(3,4-methylenedioxyphenylcarbonyl)pyridine-carboxylic acid methyl ester was subjected to alkaline hydrolysis in methanol to give 6-(2-trimethylsilylethoxymethoxymethyl)-3-(3,4-methylenedioxyphenylcarbonyl)pyridine-2-carboxylic acid. Reactants: C(C)N1C(=C(C2=CC=CC=C12)C(=O)C1=C(C(=O)O)C=CC=C1)C (2-(1-ethyl-2-methylindol-3-yl)carbonylbenzoic acid), Formula III, N1=CC=CC=C1 (pyridine), S(=O)(Cl)Cl (thionyl chloride), CO (methyl alcohol). The solvent is C(CCl)Cl (ethylene dichloride). The product is COC1(OC(=O)C2=CC=CC=C12)C1=C(N(C2=CC=CC=C12)CC)C (3-methoxy-3-(1-ethyl-2-methylindol-3-yl)phthalide). RXN SMILES: [CH2:1]([N:3]1[C:11]2[C:6](=[CH:7][CH:8]=[CH:9][CH:10]=2)[C:5]([C:12]([C:14]2[CH:22]=[CH:21][CH:20]=[CH:19][C:15]=2[C:16]([OH:18])=[O:17])=[O:13])=[C:4]1[CH3:23])[CH3:2].S(Cl)(Cl)=O.CO.N1C=CC=C[CH:31]=1>C(Cl)CCl>[CH3:31][O:13][C:12]1([C:5]2[C:6]3[C:11](=[CH:10][CH:9]=[CH:8][CH:7]=3)[N:3]([CH2:1][CH3:2])[C:4]=2[CH3:23])[C:14]2[C:15](=[CH:19][CH:20]=[CH:21][CH:22]=2)[C:16](=[O:18])[O:17]1. Reported procedure: Proceeding in a manner similar to that described in Example 1 above, 5.1 g of 2-(1-ethyl-2-methylindol-3-yl)carbonylbenzoic acid, 1.2 ml of thionyl chloride and 5.0 ml of methyl alcohol were interacted in 30.0 ml of ethylene dichloride in the presence of 1.3 ml of pyridine to obtain 2.1 g of 3-methoxy-3-(1-ethyl-2-methylindol-3-yl)phthalide (Formula III: R0 =R=R1 =R2 =R8 =H; R6 =C2H5 ; R7 =Y=CH3 ; X=O), a dark brown-colored oil. Significant infrared maxima appeared at 1770 (C=O;s) and 740 cm-1 (...